Dataset: the Open Reaction Database (ORD), a public repository of structured organic reaction records. Task: describe an organic reaction: reactants, conditions, products, and yield Starting materials: ClC1=C(C=CC=C1)S(=O)(=O)N1CCC2(CCN(C2=O)C2=CC=C(C=C2)C2(COC2)O)CC1 (8-(2-Chloro-benzenesulfonyl)-2-[4-(3-hydroxy-oxetan-3-yl)-phenyl]-2,8-diaza-spiro[4.5]decan-1-one), CCN(CC)S(F)(F)F (DAST). Run in C(Cl)Cl (DCM). Run at temperature -78 celsius, time 3 hour. Yields the product ClC1=C(C=CC=C1)S(=O)(=O)N1CCC2(CCN(C2=O)C2=CC=C(C=C2)C2(COC2)F)CC1 (8-(2-chloro-benzenesulfonyl)-2-[4-(3-fluoro-oxetan-3-yl)-phenyl]-2,8-diaza-spiro[4.5]decan-1-one). The yield is 41.8%. Reaction SMILES: [Cl:1][C:2]1[CH:7]=[CH:6][CH:5]=[CH:4][C:3]=1[S:8]([N:11]1[CH2:32][CH2:31][C:14]2([C:18](=[O:19])[N:17]([C:20]3[CH:25]=[CH:24][C:23]([C:26]4(O)[CH2:29][O:28][CH2:27]4)=[CH:22][CH:21]=3)[CH2:16][CH2:15]2)[CH2:13][CH2:12]1)(=[O:10])=[O:9].CCN(S(F)(F)[F:39])CC>C(Cl)Cl>[Cl:1][C:2]1[CH:7]=[CH:6][CH:5]=[CH:4][C:3]=1[S:8]([N:11]1[CH2:32][CH2:31][C:14]2([C:18](=[O:19])[N:17]([C:20]3[CH:25]=[CH:24][C:23]([C:26]4([F:39])[CH2:29][O:28][CH2:27]4)=[CH:22][CH:21]=3)[CH2:16][CH2:15]2)[CH2:13][CH2:12]1)(=[O:10])=[O:9]. Reported procedure: To a solution of 8-(2-chloro-benzenesulfonyl)-2-[4-(3-hydroxy-oxetan-3-yl)-phenyl]-2,8-diaza-spiro[4.5]decan-1-one (described in example 229, 35 mg, 0.07 mmol) in DCM was added DAST (11 uL, 0.08 mmol) at −78° C. The reaction mixture was stirred at −78° C. for 3 hr and then quenched with sat. NaHCO3. The reaction mixture was diluted with DCM and washed with brine, dried (Na2SO4), filtered and concentrated in vacuo to give a crude residue which was purified by flash column chromatography (1:1 AcOE... The reactants are COC1=CC=C(C=CC(=O)Cl)C=C1 (4-Methoxycinnamoyl Chloride), C(C)(C)N(C(C)C)CC (N,N-diisopropylethylamine), OC1=CC=C(C(=O)O)C=C1 (p-hydroxybenzoic acid), alkyl, COC1=CC=C(C=CC(=O)Cl)C=C1 (4-Methoxycinnamoyl Chloride), ice H2O. Reagents/catalysts: CN(C1=CC=NC=C1)C (4-dimethylaminopyridine). Run in N1=CC=CC=C1 (pyridine), N1=CC=CC=C1 (pyridine). Conditions: time 60 minute. Yields the product COC1=CC=C(C=CC(=O)OC2=CC=C(C(=O)O)C=C2)C=C1 (4-(4-Methoxycinnamoyloxy)-Benzoic Acid). Reaction SMILES: [CH3:1][O:2][C:3]1[CH:13]=[CH:12][C:6]([CH:7]=[CH:8][C:9](Cl)=[O:10])=[CH:5][CH:4]=1.C(N(CC)C(C)C)(C)C.[OH:23][C:24]1[CH:32]=[CH:31][C:27]([C:28]([OH:30])=[O:29])=[CH:26][CH:25]=1>N1C=CC=CC=1.CN(C)C1C=CN=CC=1>[CH3:1][O:2][C:3]1[CH:13]=[CH:12][C:6]([CH:7]=[CH:8][C:9]([O:23][C:24]2[CH:32]=[CH:31][C:27]([C:28]([OH:30])=[O:29])=[CH:26][CH:25]=2)=[O:10])=[CH:5][CH:4]=1. Procedure details: This step illustrates the addition of an aryl group to the compound of Step 2 to increase the stiffness and rod-like characteristics of the alkyl or alkoxy substituted cinnamoyl group. The compound of Step 2 (1.0 gm=5.1 mmole) was slurried under N2 in 10 mL dry pyridine. N,N-diisopropylethylamine (0.7 gm=5.6 mmole) was added, followed by a spatula tip of 4-dimethylaminopyridine. A solution of p-hydroxybenzoic acid (0.7 gm, 5.1 mmole) in 7 mL pyridine was added dropwise to the above slurry. An am... Reactants: C(C)(C)(C)NC(C#C)=O (N-(tert-butyl)propiolamide), [OH-].[Na+] (sodium hydroxide), S(=S)(=O)([O-])[O-].[Na+].[Na+] (sodium thiosulfate), BrBr (bromine). Solvent: CO (methanol). The product is C(C)(C)(C)NC(C#CBr)=O (N-(tert-butyl)-3-bromopropiolamide). The yield is 67.5%. As a reaction SMILES: [C:1]([NH:5][C:6](=[O:9])[C:7]#[CH:8])([CH3:4])([CH3:3])[CH3:2].[OH-].[Na+].[Br:12]Br.S([O-])([O-])(=O)=S.[Na+].[Na+]>CO>[C:1]([NH:5][C:6](=[O:9])[C:7]#[C:8][Br:12])([CH3:4])([CH3:3])[CH3:2] |f:1.2,4.5.6|. Procedure details: 0.50 g of N-(tert-butyl)propiolamide was dissolved in 15 ml of methanol, to which 0.17 g of sodium hydroxide was added. 0.64 g of bromine was added dropwise to the mixture while stirring at a room temperature. 50 ml of 5%-aqueous solution of sodium thiosulfate was added to the reaction solution to extract with dichlormethane. The extracted solution was dried and concentrated. The residue was then purified by column chromatography (silica gel, eluent: ethyl acetate/hexane =1/5). Subsequently, 0.5... Starting materials: FC(C=1C=C(CN(C(OC)=O)CC2=C(C=CC(=C2)[N+](=O)[O-])Br)C=C(C1)C(F)(F)F)(F)F (Methyl [3,5-bis(trifluoromethyl)benzyl](2-bromo-5-nitrobenzyl)carbamate), COC1=C(C=C(C=C1)C(C)C)B(O)O (2-methoxy-5-isopropylphenyl boronic acid), C([O-])([O-])=O.[K+].[K+] (potassium carbonate), CC(=O)C.O (acetone water). Reagents/catalysts: C(C)(=O)[O-].[Pd+2].C(C)(=O)[O-] (palladium acetate). The solvent is CC(=O)C.CCCCCC (acetone hexane). The product is FC(C=1C=C(CN(C(OC)=O)CC2=C(C=CC(=C2)[N+](=O)[O-])C2=C(C=CC(=C2)C(C)C)OC)C=C(C1)C(F)(F)F)(F)F (Methyl [3,5-bis(trifluoromethyl)benzyl][(5′-isopropyl-2′-methoxy-4-nitrobiphenyl-2-yl)methyl]carbamate). As a reaction SMILES: [F:1][C:2]([F:31])([F:30])[C:3]1[CH:4]=[C:5]([CH:23]=[C:24]([C:26]([F:29])([F:28])[F:27])[CH:25]=1)[CH2:6][N:7]([CH2:12][C:13]1[CH:18]=[C:17]([N+:19]([O-:21])=[O:20])[CH:16]=[CH:15][C:14]=1Br)[C:8](=[O:11])[O:9][CH3:10].[CH3:32][O:33][C:34]1[CH:39]=[CH:38][C:37]([CH:40]([CH3:42])[CH3:41])=[CH:36][C:35]=1B(O)O.C(=O)([O-])[O-].[K+].[K+].CC(C)=O.O>C([O-])(=O)C.[Pd+2].C([O-])(=O)C.CC(C)=O.CCCCCC>[F:1][C:2]([F:31])([F:30])[C:3]1[CH:4]=[C:5]([CH:23]=[C:24]([C:26]([F:29])([F:28])[F:27])[CH:25]=1)[CH2:6][N:7]([CH2:12][C:13]1[CH:18]=[C:17]([N+:19]([O-:21])=[O:20])[CH:16]=[CH:15][C:14]=1[C:39]1[CH:38]=[C:37]([CH:40]([CH3:42])[CH3:41])[CH:36]=[CH:35][C:34]=1[O:33][CH3:32])[C:8](=[O:11])[O:9][CH3:10] |f:2.3.4,5.6,7.8.9,10.11|. Procedure details: To a mixture of Methyl [3,5-bis(trifluoromethyl)benzyl](2-bromo-5-nitrobenzyl)carbamate from Step D (0.39 g, 0.75 mmol), 2-methoxy-5-isopropylphenyl boronic acid (0.175 g, 0.90 mmol), and potassium carbonate (0.21 g, 1.50 mmol) in 4:1 acetone/water (10 ml), a catalytic amount of palladium acetate (10 mg) was added. The mixture was heated to and maintained at reflux for 2 h. TLC analysis (acetone/hexane=5:95) showed completion of the reaction. The acetone was removed under reduced pressure and th... RXN SMILES: [Cl:16][c:17]1[s:18][cH:19][cH:20][c:21]1[N+:22](=[O:23])[O-:24].[ClH:1].[K+:25].[K+:26].[O-:27][C:28]([O-:29])=[O:30].[O:31]=[CH:32][N:33]([CH3:34])[CH3:35].[SH:2][CH2:3][CH2:4][CH2:5][S:6][c:7]1[c:8]([CH3:15])[c:9]([CH2:13][OH:14])[n:10][cH:11][cH:12]1>>[S:2]([CH2:3][CH2:4][CH2:5][S:6][c:7]1[c:8]([CH3:15])[c:9]([CH2:13][OH:14])[n:10][cH:11][cH:12]1)[c:17]1[s:18][cH:19][cH:20][c:21]1[N+:22](=[O:23])[O-:24]. Starting materials: O=[N+]([O-])c1ccsc1Cl, Cl, [K+], [K+], O=C([O-])[O-], CN(C)C=O, Cc1c(SCCCS)ccnc1CO. Yields the product Cc1c(SCCCSc2sccc2[N+](=O)[O-])ccnc1CO.